This data is from the Open Reaction Database (ORD), a public repository of structured organic reaction records. The task is: describe an organic reaction: reactants, conditions, products, and yield The reactants are N1CCNCC1 (piperazine), BrC1=CC=C(C=C1)S(=O)(=O)Cl (4-bromobenzenesulphonyl chloride). The solvent is ClCCl (dichloromethane), C(C)N(CC)CC (triethylamine), ClCCl (dichloromethane). Reaction conditions: time 24 hour. Product: BrC1=CC=C(C=C1)S(=O)(=O)N1CCNCC1 (1-(4-bromophenylsulphonyl)piperazine). Isolated yield 73.8%. RXN SMILES: [NH:1]1[CH2:6][CH2:5][NH:4][CH2:3][CH2:2]1.[Br:7][C:8]1[CH:13]=[CH:12][C:11]([S:14](Cl)(=[O:16])=[O:15])=[CH:10][CH:9]=1>ClCCl.C(N(CC)CC)C>[Br:7][C:8]1[CH:13]=[CH:12][C:11]([S:14]([N:1]2[CH2:6][CH2:5][NH:4][CH2:3][CH2:2]2)(=[O:16])=[O:15])=[CH:10][CH:9]=1. Procedure details: To a stirred solution of piperazine (10.8 g) in dry dichloromethane (160 ml) and triethylamine (20 ml) at 0° C. was added slowly a solution of 4-bromobenzenesulphonyl chloride (16 g) in dichloromethane (80 ml) and stirred for 24 hours. The reaction was then quenched by removal of the dichloromethane solvent by evaporation, taken up in water and extracted with ethyl acetate. The organic extracts were washed with aqueous sodium hydrogen carbonate solution, water, brine, dried (MgSO4) and then evap... The reactants are C(C)(C)(C)OC(=O)N1CCC(CC1)OC=1N=NC(=C(C1)C1=CC=C(C=C1)OCC1=CC=CC=C1)CCCC (4-[5-(4-Benzyloxy-phenyl)-6-butyl-pyridazin-3-yloxy]-piperidine-1-carboxylic acid tert-butyl ester), Cl (HCl). Solvent: O1CCOCC1 (dioxane). Reaction conditions: time 45 minute. Yields the product Cl.Cl.C(C1=CC=CC=C1)OC1=CC=C(C=C1)C1=C(N=NC(=C1)OC1CCNCC1)CCCC (4-(4-benzyloxy-phenyl)-3-butyl-6-(piperidin-4-yloxy)-pyridazine dihydrochloride). RXN SMILES: C(OC([N:8]1[CH2:13][CH2:12][CH:11]([O:14][C:15]2[N:16]=[N:17][C:18]([CH2:35][CH2:36][CH2:37][CH3:38])=[C:19]([C:21]3[CH:26]=[CH:25][C:24]([O:27][CH2:28][C:29]4[CH:34]=[CH:33][CH:32]=[CH:31][CH:30]=4)=[CH:23][CH:22]=3)[CH:20]=2)[CH2:10][CH2:9]1)=O)(C)(C)C.[ClH:39]>O1CCOCC1>[ClH:39].[ClH:39].[CH2:28]([O:27][C:24]1[CH:25]=[CH:26][C:21]([C:19]2[CH:20]=[C:15]([O:14][CH:11]3[CH2:12][CH2:13][NH:8][CH2:9][CH2:10]3)[N:16]=[N:17][C:18]=2[CH2:35][CH2:36][CH2:37][CH3:38])=[CH:22][CH:23]=1)[C:29]1[CH:30]=[CH:31][CH:32]=[CH:33][CH:34]=1 |f:3.4.5|. Procedure details: 4-[5-(4-Benzyloxy-phenyl)-6-butyl-pyridazin-3-yloxy]-piperidine-1-carboxylic acid tert-butyl ester (0.50 mmol, 260 mg) was dissolved in 4.0 M HCl in dioxane and stirred for 45 min at room temperature. The solvent was evaporated, and the resultant solid was washed with ether and dried to provide 4-(4-benzyloxy-phenyl)-3-butyl-6-(piperidin-4-yloxy)-pyridazine dihydrochloride. Starting materials: NC1=NC=CC=C1CCCC (2-amino-3-n-butylpyridine), C(C)OC=C(C(=O)OCC)C#N (ethyl ethoxymethylenecyanoacetate), C(#N)C(C(=O)OCC)=CNC1=NC=C(C=C1)CCCC (ethyl 2-cyano-3-(5-n-butyl-2-pyridylamino)acrylate), 3D. Yields the product C(#N)C(C(=O)OCC)=CNC1=NC=CC=C1CCCC (Ethyl 2-cyano-3-(3-n-butyl-2-pyridylamino)acrylate). Isolated yield 84.0%. Reaction SMILES: [NH2:1][C:2]1[C:7]([CH2:8][CH2:9][CH2:10][CH3:11])=[CH:6][CH:5]=[CH:4][N:3]=1.C(O[CH:15]=[C:16]([C:22]#[N:23])[C:17]([O:19][CH2:20][CH3:21])=[O:18])C.C(C(=CNC1C=CC(CCCC)=CN=1)C(OCC)=O)#N>>[C:22]([C:16](=[CH:15][NH:1][C:2]1[C:7]([CH2:8][CH2:9][CH2:10][CH3:11])=[CH:6][CH:5]=[CH:4][N:3]=1)[C:17]([O:19][CH2:20][CH3:21])=[O:18])#[N:23]. Reported procedure: The title compound (m.p. 98.5°-99.5°, 84% yield) was prepared from 2-amino-3-n-butylpyridine and ethyl ethoxymethylenecyanoacetate in a manner similar to that described for the preparation of ethyl 2-cyano-3-(5-n-butyl-2-pyridylamino)acrylate in Preparation 3D of U.S. Pat. No. 4,122,274. Starting materials: CC#N, Cc1ccc(C(=O)OCC2OC(Cl)CC2OC(=O)c2ccc(C)cc2)cc1, [H-], O=[N+]([O-])c1ccc2[nH]cc(I)c2c1, [Na+]. Product: Cc1ccc(C(=O)OCC2OC(n3cc(I)c4cc([N+](=O)[O-])ccc43)CC2OC(=O)c2ccc(C)cc2)cc1. RXN SMILES: [CH3:43][C:44]#[N:45].[Cl:16][CH:17]1[CH2:18][CH:19]([O:33][C:34]([c:35]2[cH:36][cH:37][c:38]([CH3:41])[cH:39][cH:40]2)=[O:42])[CH:20]([CH2:22][O:23][C:24]([c:25]2[cH:26][cH:27][c:28]([CH3:31])[cH:29][cH:30]2)=[O:32])[O:21]1.[H-:14].[I:1][c:2]1[cH:3][nH:4][c:5]2[cH:6][cH:7][c:8]([N+:11](=[O:12])[O-:13])[cH:9][c:10]12.[Na+:15]>>[I:1][c:2]1[cH:3][n:4]([CH:17]2[CH2:18][CH:19]([O:33][C:34]([c:35]3[cH:36][cH:37][c:38]([CH3:41])[cH:39][cH:40]3)=[O:42])[CH:20]([CH2:22][O:23][C:24]([c:25]3[cH:26][cH:27][c:28]([CH3:31])[cH:29][cH:30]3)=[O:32])[O:21]2)[c:5]2[cH:6][cH:7][c:8]([N+:11](=[O:12])[O-:13])[cH:9][c:10]12. Reactants: CC(C)(C)OC(=O)N1CCC(Oc2ccccc2Br)CC1, ClCCl, O=C(O)C(F)(F)F. Yields the product O=C(O)C(F)(F)F, Brc1ccccc1OC1CCNCC1. As a reaction SMILES: [C:1]([O:2][C:3](=[O:4])[N:8]1[CH2:9][CH2:10][CH:11]([O:14][c:15]2[c:16]([Br:21])[cH:17][cH:18][cH:19][cH:20]2)[CH2:12][CH2:13]1)([CH3:5])([CH3:6])[CH3:7].[Cl:29][CH2:30][Cl:31].[F:22][C:23]([C:24](=[O:25])[OH:26])([F:27])[F:28]>>[F:22][C:23]([C:24](=[O:25])[OH:26])([F:27])[F:28].[NH:8]1[CH2:9][CH2:10][CH:11]([O:14][c:15]2[c:16]([Br:21])[cH:17][cH:18][cH:19][cH:20]2)[CH2:12][CH2:13]1.